Dataset: the Open Reaction Database (ORD), a public repository of structured organic reaction records. Task: describe an organic reaction: reactants, conditions, products, and yield Starting materials: COC(C(CC1CCCC1)C1=CC(=C(C=C1)S(=O)(=O)C)S(=O)(=O)C)=O (2-(3,4-bis-methanesulfonyl-phenyl)-3-cyclopentyl-propionic acid methyl ester), [OH-].[Li+] (lithium hydroxide). Run in O1CCCC1 (tetrahydrofuran). Run at temperature 25 celsius, time 3 hour. Yields the product CS(=O)(=O)C=1C=C(C=CC1S(=O)(=O)C)C(C(=O)O)CC1CCCC1 (2-(3,4-bis-methanesulfonyl-phenyl)-3-cyclopentyl-propionic acid). The yield is 97.6%. Reaction SMILES: C[O:2][C:3](=[O:25])[CH:4]([C:11]1[CH:16]=[CH:15][C:14]([S:17]([CH3:20])(=[O:19])=[O:18])=[C:13]([S:21]([CH3:24])(=[O:23])=[O:22])[CH:12]=1)[CH2:5][CH:6]1[CH2:10][CH2:9][CH2:8][CH2:7]1.[OH-].[Li+]>O1CCCC1>[CH3:24][S:21]([C:13]1[CH:12]=[C:11]([CH:4]([CH2:5][CH:6]2[CH2:7][CH2:8][CH2:9][CH2:10]2)[C:3]([OH:25])=[O:2])[CH:16]=[CH:15][C:14]=1[S:17]([CH3:20])(=[O:19])=[O:18])(=[O:23])=[O:22] |f:1.2|. Procedure details: A solution of 2-(3,4-bis-methanesulfonyl-phenyl)-3-cyclopentyl-propionic acid methyl ester (1.17 g, 3.01 mmol) in tetrahydrofuran (12 mL) was treated with a 0.8M aqueous lithium hydroxide solution (5.6 mL, 4.52 mmol). The reaction mixture was stirred at 25° C. for 3 h. The resulting reaction mixture was partitioned between water (75 mL) and ethyl acetate (75 mL) and then treated with a 1N aqueous hydrochloric acid solution (10 mL). The layers were shaken and separated. The organic layer was drie...